From a dataset of the Open Reaction Database (ORD), a public repository of structured organic reaction records. describe an organic reaction: reactants, conditions, products, and yield Reactants: CSC1=NC=C(C(=N1)O)C(=O)OCC (2-Methylthio-5-ethoxycarbonyl-4-hydroxypyrimidine), C(CCCCCCC)N (n-octylamine). The solvent is C(C)O (ethanol). Yields the product C(CCCCCCC)NC1=NC=C(C(=N1)O)C(=O)OCC (2-n-Octylamino-5-ethoxycarbonyl-4-hydroxypyrimidine). As a reaction SMILES: CS[C:3]1[N:8]=[C:7]([OH:9])[C:6]([C:10]([O:12][CH2:13][CH3:14])=[O:11])=[CH:5][N:4]=1.[CH2:15]([NH2:23])[CH2:16][CH2:17][CH2:18][CH2:19][CH2:20][CH2:21][CH3:22]>C(O)C>[CH2:15]([NH:23][C:3]1[N:8]=[C:7]([OH:9])[C:6]([C:10]([O:12][CH2:13][CH3:14])=[O:11])=[CH:5][N:4]=1)[CH2:16][CH2:17][CH2:18][CH2:19][CH2:20][CH2:21][CH3:22]. Procedure: 2-Methylthio-5-ethoxycarbonyl-4-hydroxypyrimidine (2.5 mmol, 535 mg) was refluxed overnight in ethanol with n-octylamine (4 mmol, 650 μl). The product was filtered off and washed with ethanol. Yield 402 mg (54.5%) Procedure details: To the product of EXAMPLE 108 in a mixture of acetone and THF is added osmium tetroxide. An aqueous solution of morpholine N-oxide is then added to the reaction and the mixture is stirred at room temperature over night. Sodium bisulfite is then added and this mixture is evaporated in vacuo to a solid. The solid is extracted with methanol thrice, and the combined extracts are evaporated in vacuo to a solid. This solid is dissolved in water and applied to a Dowex-50 ion exchange column (H+), which... Run in C1CCOC1 (THF). Product: Cl (HCl), Cl.N=C1C=CC=CC(=N1)CC(CO)O (3-(7-iminoazepin-2-yl)-1,2-propanediol, monohydrochloride). The reagents and catalysts are [Os](=O)(=O)(=O)=O (osmium tetroxide). Reaction SMILES: [ClH:1].C([CH:5]1[NH:11][C:10](=[NH:12])[CH2:9][CH2:8][CH2:7][CH2:6]1)C=C.[NH+]1([O-])CC[O:16]CC1.S(=O)(O)[O-].[Na+].[CH3:25][C:26]([CH3:28])=[O:27]>C1COCC1.[Os](=O)(=O)(=O)=O>[ClH:1].[ClH:1].[NH:12]=[C:10]1[N:11]=[C:5]([CH2:25][CH:26]([OH:27])[CH2:28][OH:16])[CH:6]=[CH:7][CH:8]=[CH:9]1 |f:0.1,3.4,9.10|. Reactants: Cl.C(C=C)C1CCCCC(N1)=N (hexahydro-7-(2-propenyl)-1H-azepin-2-imine, monohydrochloride), CC(=O)C (acetone), S([O-])(O)=O.[Na+] (Sodium bisulfite), [NH+]1(CCOCC1)[O-] (morpholine N-oxide). The reactants are NC=1C2=C(N=C(N1)Cl)C(=CS2)C=2C=C(C=CC2)S(=O)(=O)NC (3-(4-amino-2-chlorothieno[3,2-d]pyrimidin-7-yl)-N-methylbenzenesulfonamide), COC=1C=C(C=C(C1OC)OC)N (3,4,5-trimethoxybenzenamine). Yields the product NC=1C2=C(N=C(N1)NC1=CC(=C(C(=C1)OC)OC)OC)C(=CS2)C=2C=C(C=CC2)S(=O)(=O)NC (3-(4-amino-2-(3,4,5-trimethoxyphenylamino)thieno[3,2-d]pyrimidin-7-yl)-N-methylbenzenesulfonamide). The yield is 77.4%. Reaction SMILES: [NH2:1][C:2]1[C:3]2[S:11][CH:10]=[C:9]([C:12]3[CH:13]=[C:14]([S:18]([NH:21][CH3:22])(=[O:20])=[O:19])[CH:15]=[CH:16][CH:17]=3)[C:4]=2[N:5]=[C:6](Cl)[N:7]=1.[CH3:23][O:24][C:25]1[CH:26]=[C:27]([NH2:35])[CH:28]=[C:29]([O:33][CH3:34])[C:30]=1[O:31][CH3:32]>>[NH2:1][C:2]1[C:3]2[S:11][CH:10]=[C:9]([C:12]3[CH:13]=[C:14]([S:18]([NH:21][CH3:22])(=[O:20])=[O:19])[CH:15]=[CH:16][CH:17]=3)[C:4]=2[N:5]=[C:6]([NH:35][C:27]2[CH:28]=[C:29]([O:33][CH3:34])[C:30]([O:31][CH3:32])=[C:25]([O:24][CH3:23])[CH:26]=2)[N:7]=1. Procedure details: The target compound of Example 26 (33 mg, 77% yield) was prepared in the same manner as Step 9 of Example 1 using 3-(4-amino-2-chlorothieno[3,2-d]pyrimidin-7-yl)-N-methylbenzenesulfonamide (30 mg, 0.085 mmol) and 3,4,5-trimethoxybenzenamine (31 mg, 0.170 mmol). The reactants are Cl.FC=1C=CC(=C(C1)[C@@H]1N(CCC1)C1=NC=2N(C=C1)N=CC2C(=O)O)OCCN2CCOCC2 ((R)-5-(2-(5-fluoro-2-(2-morpholinoethoxy)phenyl)pyrrolidin-1-yl)pyrazolo[1,5-a]pyrimidine-3-carboxylic acid hydrochloride), C1(CC1)N (cyclopropylamine). Yields the product C1(CC1)NC(=O)C=1C=NN2C1N=C(C=C2)N2[C@H](CCC2)C2=C(C=CC(=C2)F)OCCN2CCOCC2 ((R)—N-cyclopropyl-5-(2-(5-fluoro-2-(2-morpholinoethoxy)phenyl)pyrrolidin-1-yl)pyrazolo[1,5-a]pyrimidine-3-carboxamide). Isolated yield 70.0%. Reaction SMILES: Cl.[F:2][C:3]1[CH:4]=[CH:5][C:6]([O:26][CH2:27][CH2:28][N:29]2[CH2:34][CH2:33][O:32][CH2:31][CH2:30]2)=[C:7]([C@H:9]2[CH2:13][CH2:12][CH2:11][N:10]2[C:14]2[CH:19]=[CH:18][N:17]3[N:20]=[CH:21][C:22]([C:23]([OH:25])=O)=[C:16]3[N:15]=2)[CH:8]=1.[CH:35]1([NH2:38])[CH2:37][CH2:36]1>>[CH:35]1([NH:38][C:23]([C:22]2[CH:21]=[N:20][N:17]3[CH:18]=[CH:19][C:14]([N:10]4[CH2:11][CH2:12][CH2:13][C@@H:9]4[C:7]4[CH:8]=[C:3]([F:2])[CH:4]=[CH:5][C:6]=4[O:26][CH2:27][CH2:28][N:29]4[CH2:34][CH2:33][O:32][CH2:31][CH2:30]4)=[N:15][C:16]=23)=[O:25])[CH2:37][CH2:36]1 |f:0.1|. Procedure: Prepared by the method described in Example 76, Step F using ((R)-5-(2-(5-fluoro-2-(2-morpholinoethoxy)phenyl)pyrrolidin-1-yl)pyrazolo[1,5-a]pyrimidine-3-carboxylic acid hydrochloride and cyclopropylamine to yield the title compound as a white solid (35.4 mg, 70% yield). MS (apci) m/z=495.1 (M+H).